Task: describe an organic reaction: reactants, conditions, products, and yield. Dataset: the Open Reaction Database (ORD), a public repository of structured organic reaction records Reactants: NC1=CC=NC=2CCCCC12 (4-amino-5,6,7,8-tetrahydroquinoline), C[Si](C)(C)[N-][Si](C)(C)C.[Na+] (NaHMDS), C(C)(C)(C)OC(NCCN1C(C2=CC(=C(C=C2CC1)OC)OC)CC1=CC=C(C=C1)F)=O ({2-[1-(4-fluoro-benzyl)-6,7-dimethoxy-3,4-dihydro-1H-isoquinolin-2-yl]-ethyl}-carbamic acid tert-butyl ester), Cl (HCl), C1=CN(C=N1)C(=O)N2C=CN=C2 (CDI). Run in O (H2O), CC(=O)O (AcOH). Reaction conditions: time 5 minute. The product is FC1=CC=C(CC2N(CCC3=CC(=C(C=C23)OC)OC)CCNC(=O)NC2=CC=NC=3CCCCC23)C=C1 (1-{2-[1-(4-Fluoro-benzyl)-6,7-dimethoxy-3,4-dihydro-1H-isoquinolin-2-yl]-ethyl}-3-(5,6,7,8-tetrahydro-quinolin-4-yl)-urea). Reaction SMILES: C([O:5][C:6](=O)[NH:7][CH2:8][CH2:9][N:10]1[CH2:19][CH2:18][C:17]2[C:12](=[CH:13][C:14]([O:22][CH3:23])=[C:15]([O:20][CH3:21])[CH:16]=2)[CH:11]1[CH2:24][C:25]1[CH:30]=[CH:29][C:28]([F:31])=[CH:27][CH:26]=1)(C)(C)C.Cl.C1N=CN(C(N2C=NC=C2)=O)C=1.[NH2:46][C:47]1[C:56]2[CH2:55][CH2:54][CH2:53][CH2:52][C:51]=2[N:50]=[CH:49][CH:48]=1.C[Si]([N-][Si](C)(C)C)(C)C.[Na+]>CC(O)=O.O>[F:31][C:28]1[CH:27]=[CH:26][C:25]([CH2:24][CH:11]2[C:12]3[C:17](=[CH:16][C:15]([O:20][CH3:21])=[C:14]([O:22][CH3:23])[CH:13]=3)[CH2:18][CH2:19][N:10]2[CH2:9][CH2:8][NH:7][C:6]([NH:46][C:47]2[C:56]3[CH2:55][CH2:54][CH2:53][CH2:52][C:51]=3[N:50]=[CH:49][CH:48]=2)=[O:5])=[CH:30][CH:29]=1 |f:4.5|. Procedure details: To a stirred solution of {2-[1-(4-fluoro-benzyl)-6,7-dimethoxy-3,4-dihydro-1H-isoquinolin-2-yl]-ethyl}-carbamic acid tert-butyl ester (example 106.1, 0.22 g, 0.5 mmol) in glacial AcOH (1 mL) is added conc. HCl (0.1 mL). After 5 min, the reaction mixture is partitioned between CHCl3 (20 mL) and 1 N NaOH (15 mL). The organic phase is evaporated. The residue is taken up in DMSO (2 mL) and treated with CDI (0.2 g, 0.6 mmol, 1.2 eq). The reaction mixture is stirred at rt for 3 h, and then 4-amino-5,6... The reactants are CCO, O=C(c1cccc2nc(NC3CCc4ccccc43)ccc12)C1CC1, Cl, NO, [Na+], [Na+], O=C([O-])[O-], O. The product is ON=C(c1cccc2nc(NC3CCc4ccccc43)ccc12)C1CC1. As a reaction SMILES: [CH3:36][CH2:37][OH:38].[CH:1]1([C:4](=[O:5])[c:6]2[c:7]3[cH:8][cH:9][c:10]([NH:16][CH:17]4[CH2:18][CH2:19][c:20]5[cH:21][cH:22][cH:23][cH:24][c:25]54)[n:11][c:12]3[cH:13][cH:14][cH:15]2)[CH2:2][CH2:3]1.[ClH:26].[NH2:27][OH:28].[Na+:29].[Na+:30].[O-:31][C:32](=[O:33])[O-:34].[OH2:35]>>[CH:1]1([C:4]([c:6]2[c:7]3[cH:8][cH:9][c:10]([NH:16][CH:17]4[CH2:18][CH2:19][c:20]5[cH:21][cH:22][cH:23][cH:24][c:25]54)[n:11][c:12]3[cH:13][cH:14][cH:15]2)=[N:27][OH:28])[CH2:2][CH2:3]1.